This data is from the Open Reaction Database (ORD), a public repository of structured organic reaction records. The task is: describe an organic reaction: reactants, conditions, products, and yield Starting materials: CCO, NC1CCCC1, CS(=O)(=O)Nn1c(=O)[nH]c2cc([N+](=O)[O-])c(F)cc2c1=O, O. Yields the product CS(=O)(=O)Nn1c(=O)[nH]c2cc([N+](=O)[O-])c(NC3CCCC3)cc2c1=O. RXN SMILES: [CH3:28][CH2:29][OH:30].[CH:22]1([NH2:27])[CH2:23][CH2:24][CH2:25][CH2:26]1.[F:1][c:2]1[cH:3][c:4]2[c:5](=[O:21])[n:6]([NH:16][S:17](=[O:18])(=[O:19])[CH3:20])[c:7](=[O:15])[nH:8][c:9]2[cH:10][c:11]1[N+:12](=[O:13])[O-:14].[OH2:31]>>[c:2]1([NH:27][CH:22]2[CH2:23][CH2:24][CH2:25][CH2:26]2)[cH:3][c:4]2[c:5](=[O:21])[n:6]([NH:16][S:17](=[O:18])(=[O:19])[CH3:20])[c:7](=[O:15])[nH:8][c:9]2[cH:10][c:11]1[N+:12](=[O:13])[O-:14]. The reactants are B, B, CSC, Cl, CC(C)Cn1c(N)c(NC=O)c(=O)[nH]c1=S, C1CCOC1, O. Product: CNc1c(N)n(CC(C)C)c(=S)[nH]c1=O. Reaction SMILES: [BH3:20].[BH3:22].[CH3:17][S:18][CH3:19].[ClH:21].[NH2:1][c:2]1[c:3]([NH:14][CH:15]=[O:16])[c:4](=[O:13])[nH:5][c:6](=[S:12])[n:7]1[CH2:8][CH:9]([CH3:10])[CH3:11].[O:23]1[CH2:24][CH2:25][CH2:26][CH2:27]1.[OH2:28]>>[NH2:1][c:2]1[c:3]([NH:14][CH3:15])[c:4](=[O:13])[nH:5][c:6](=[S:12])[n:7]1[CH2:8][CH:9]([CH3:10])[CH3:11]. The reactants are FC(C1=C(C=CC=C1)NC(=O)C1CCCCC1)(F)F (N-(2-trifluoromethylphenyl)cyclohexanecarboxamide), FC(C1=C(C=CC=C1)NC(=O)C1CCCCC1)(F)F (N-(2-trifluoromethylphenyl)cyclohexanecarboxamide), ClCCN1CCN(CC1)C1=C(C=CC=C1)OC (1-(2-chloroethyl)-4-(2-methoxyphenyl)piperazine), [OH-].[Na+] (NaOH), C1(=CC=CC=C1)C (toluene). The reagents and catalysts are CC[N+](CC)(CC)CC1=CC=CC=C1.[Cl-] (TEBAC). The solvent is O (H2O). Reaction conditions: temperature 80 celsius, time 3.5 hour. Product: FC(C1=C(C=CC=C1)N(CCN1CCN(CC1)C1=C(C=CC=C1)OC)C(=O)C1CCCCC1)(F)F (1-[N-(2-trifluoromethylphenyl)-N-cyclohexylcarbonyl-2-aminoethyl]-4-(2-methoxyphenyl)piperazine). The yield is 33.2%. As a reaction SMILES: [F:1][C:2]([F:19])([F:18])[C:3]1[CH:8]=[CH:7][CH:6]=[CH:5][C:4]=1[NH:9][C:10]([CH:12]1[CH2:17][CH2:16][CH2:15][CH2:14][CH2:13]1)=[O:11].Cl[CH2:21][CH2:22][N:23]1[CH2:28][CH2:27][N:26]([C:29]2[CH:34]=[CH:33][CH:32]=[CH:31][C:30]=2[O:35][CH3:36])[CH2:25][CH2:24]1.[OH-].[Na+].C1(C)C=CC=CC=1>CC[N+](CC1C=CC=CC=1)(CC)CC.[Cl-].O>[F:1][C:2]([F:18])([F:19])[C:3]1[CH:8]=[CH:7][CH:6]=[CH:5][C:4]=1[N:9]([C:10]([CH:12]1[CH2:17][CH2:16][CH2:15][CH2:14][CH2:13]1)=[O:11])[CH2:21][CH2:22][N:23]1[CH2:24][CH2:25][N:26]([C:29]2[CH:34]=[CH:33][CH:32]=[CH:31][C:30]=2[O:35][CH3:36])[CH2:27][CH2:28]1 |f:2.3,5.6|. Reported procedure: A mixture of N-(2-trifluoromethylphenyl)cyclohexanecarboxamide (0.2 g) (compd 26A), 1-(2-chloroethyl)-4-(2-methoxyphenyl)piperazine (0.37 g), 50% (w/w) NaOH (0.5 mL), TEBAC (0.16 g) and toluene (2 mL) was stirred at 80° C. for 3.5 h. An additional amount of compd 26A (0.2 g) was then added and after 6 h stirring at 80° C. The mixture was poured into H2O and extracted with CH2Cl2. The organic phase was dried on anhydrous Na2SO4, evaporated to dryness and the residue purified by flash chromatograp...